This data is from the Open Reaction Database (ORD), a public repository of structured organic reaction records. The task is: describe an organic reaction: reactants, conditions, products, and yield Reactants: C(C)(C)(C)OC(=O)C=1C(=NC2=CC=C(C=C2C1C1=CC(=CC=C1)C(C)C)Cl)OC(C(F)(F)F)C (6-chloro-4-(3-isopropyl-phenyl)-2-(2,2,2-trifluoro-1-methyl-ethoxy)-quinoline-3-carboxylic acid tert-butyl ester), Cl (HCl), solid. Solvent: O1CCOCC1 (dioxane). Yields the product ClC=1C=C2C(=C(C(=NC2=CC1)OC(C(F)(F)F)C)C(=O)O)C1=CC(=CC=C1)C(C)C (6-Chloro-4-(3-isopropyl-phenyl)-2-(2,2,2-trifluoro-1-methyl-ethoxy)-quinoline-3-carboxylic acid). Reaction SMILES: C([O:5][C:6]([C:8]1[C:9]([O:28][CH:29]([CH3:34])[C:30]([F:33])([F:32])[F:31])=[N:10][C:11]2[C:16]([C:17]=1[C:18]1[CH:23]=[CH:22][CH:21]=[C:20]([CH:24]([CH3:26])[CH3:25])[CH:19]=1)=[CH:15][C:14]([Cl:27])=[CH:13][CH:12]=2)=[O:7])(C)(C)C.Cl>O1CCOCC1>[Cl:27][C:14]1[CH:15]=[C:16]2[C:11](=[CH:12][CH:13]=1)[N:10]=[C:9]([O:28][CH:29]([CH3:34])[C:30]([F:33])([F:31])[F:32])[C:8]([C:6]([OH:7])=[O:5])=[C:17]2[C:18]1[CH:23]=[CH:22][CH:21]=[C:20]([CH:24]([CH3:26])[CH3:25])[CH:19]=1. Procedure: The title compound was prepared in analogy to example 78 step E from 6-chloro-4-(3-isopropyl-phenyl)-2-(2,2,2-trifluoro-1-methyl-ethoxy)-quinoline-3-carboxylic acid tert-butyl ester (70 mg, 0.14 mmol) and 4N HCl in dioxane. Off white solid (44 mg, 71%). LC-MS (ESI): 438 (M+H)+. Reaction SMILES: [CH3:1][C:2]1[S:6][C:5]2[NH:7][C:8]3[CH:9]=[CH:10][CH:11]=[CH:12][C:13]=3[N:14]=[C:15]([N:16]3[CH2:21][CH2:20][N:19]([CH3:22])[CH2:18][CH2:17]3)[C:4]=2[CH:3]=1.[CH:23]([NH:26][C:27](=[O:31])[O:28][CH2:29][I:30])([CH3:25])[CH3:24]>C(#N)C>[I-:30].[CH:23]([NH:26][C:27]([O:28][CH2:29][N+:19]1([CH3:22])[CH2:20][CH2:21][N:16]([C:15]2[C:4]3[CH:3]=[C:2]([CH3:1])[S:6][C:5]=3[NH:7][C:8]3[CH:9]=[CH:10][CH:11]=[CH:12][C:13]=3[N:14]=2)[CH2:17][CH2:18]1)=[O:31])([CH3:25])[CH3:24] |f:3.4|. Yields the product desired product [ 294 ], [I-].C(C)(C)NC(=O)OC[N+]1(CCN(CC1)C=1C2=C(NC3=C(N1)C=CC=C3)SC(=C2)C)C (1-(((isopropylcarbamoyl)oxy)methyl)-1-methyl-4-(2-methyl-10H-benzo[b]thieno[2,3-e][1,4]diazepin-4-yl)piperazin-1-ium iodide). Procedure details: To a stirred solution of Olanzapine, (2-methyl-4-(4-methylpiperazin-1-yl)-10H-benzo[b]thieno[2,3-e][1,4]diazepine)[4134] (0.025 g, 0.086 mmol, 1.0 eq) in ACN was added iodomethyl isopropylcarbamate [6318] (0.20 g, 0.086 mmol, 1.0 eq) at RT. The reaction mixture was stirred at RT for four to 16 h. Reaction progress was monitored by TLC. Solvent was removed under vacuum to get a crude product. The crude product obtained was triturated with diethyl ether (5 ml×2) to give the desired product [294], ... Yield: 41.0%. The solvent is C(C)#N (ACN). Starting materials: CC1=CC2=C(S1)NC=3C=CC=CC3N=C2N4CCN(CC4)C (Olanzapine), (2-methyl-4-(4-methylpiperazin-1-yl)-10H-benzo[b]thieno[2,3-e][1,4]diazepine)[4134], C(C)(C)NC(OCI)=O (iodomethyl isopropylcarbamate). Starting materials: C1CCOC1, COC(=O)CCC(NC(=O)OC(C)(C)C)C(=O)OC, CI. The product is COC(=O)C(C)CC(NC(=O)OC(C)(C)C)C(=O)OC. Reaction SMILES: [CH2:22]1[O:23][CH2:24][CH2:25][CH2:26]1.[CH3:1][O:2][C:3]([CH:4]([CH2:5][CH2:6][C:7](=[O:8])[O:9][CH3:10])[NH:11][C:12](=[O:13])[O:14][C:15]([CH3:16])([CH3:17])[CH3:18])=[O:19].[CH3:20][I:21]>>[CH3:1][O:2][C:3]([CH:4]([CH2:5][CH:6]([C:7](=[O:8])[O:9][CH3:10])[CH3:20])[NH:11][C:12](=[O:13])[O:14][C:15]([CH3:16])([CH3:17])[CH3:18])=[O:19]. The reactants are O=C([O-])[O-], CC#N, CSc1nc(Cl)c([N+](=O)[O-])c(Cl)n1, [Cs+], [Cs+], N#Cc1ccc(OCc2ccccc2)c(O)c1. The product is CSc1nc(Cl)c([N+](=O)[O-])c(Oc2cc(C#N)ccc2OCc2ccccc2)n1. As a reaction SMILES: [C:14](=[O:15])([O-:16])[O-:17].[CH3:37][C:38]#[N:39].[Cl:1][c:2]1[n:3][c:4]([S:12][CH3:13])[n:5][c:6]([Cl:11])[c:7]1[N+:8](=[O:9])[O-:10].[Cs+:18].[Cs+:19].[OH:20][c:21]1[cH:22][c:23]([C:24]#[N:25])[cH:26][cH:27][c:28]1[O:29][CH2:30][c:31]1[cH:32][cH:33][cH:34][cH:35][cH:36]1>>[c:2]1([O:20][c:21]2[cH:22][c:23]([C:24]#[N:25])[cH:26][cH:27][c:28]2[O:29][CH2:30][c:31]2[cH:32][cH:33][cH:34][cH:35][cH:36]2)[n:3][c:4]([S:12][CH3:13])[n:5][c:6]([Cl:11])[c:7]1[N+:8](=[O:9])[O-:10]. The reactants are COC1=C(C(=O)OC)C=C(C=C1)C=O (methyl 2-methoxy-5-formylbenzoate), O1CCCC1.B (borane tetrahydrofuran), O1CCCC1 (tetrahydrofuran), O1CCCC1.B (borane tetrahydrofuran), aqueous solution, Cl (hydrochloric acid). The solvent is C(C)(=O)OCC (ethyl acetate). Reaction conditions: time 1.5 hour. Yields the product COC1=C(C(=O)OC)C=C(C=C1)CO (methyl 2-methoxy-5-hydroxymethylbenzoate). As a reaction SMILES: [CH3:1][O:2][C:3]1[CH:12]=[CH:11][C:10]([CH:13]=[O:14])=[CH:9][C:4]=1[C:5]([O:7][CH3:8])=[O:6].O1CCCC1.O1CCCC1.B.Cl>C(OCC)(=O)C>[CH3:1][O:2][C:3]1[CH:12]=[CH:11][C:10]([CH2:13][OH:14])=[CH:9][C:4]=1[C:5]([O:7][CH3:8])=[O:6] |f:2.3|. Procedure: Combine methyl 2-methoxy-5-formylbenzoate (0.1 g, 0.5 mmol) and tetrahydrofuran (2 mL). Cool in an ice bath. Add a solution of borane tetrahydrofuran complex (0.17 mL, 1 M in tetrahydrofuran, 0.17 mmol). After 1.5 hours, again add a solution of borane tetrahydrofuran complex (0.17 mL, 1 M in tetrahydrofuran, 0.17 mmol). After 2 hours, add a 1 M aqueous solution of hydrochloric acid (2 mL) and stir. After 15 minutes, dilute the reaction mixture with ethyl acetate. Separate the layers, extract the... Starting materials: CCOC(=O)C(C)(C)Sc1cccnc1-c1ccc(C#N)cc1, CO, [Na+], [OH-]. Yields the product CC(C)(Sc1cccnc1-c1ccc(C#N)cc1)C(=O)O. As a reaction SMILES: [C:1](#[N:2])[c:3]1[cH:4][cH:5][c:6](-[c:9]2[n:10][cH:11][cH:12][cH:13][c:14]2[S:15][C:16]([C:17](=[O:18])[O:19][CH2:20][CH3:21])([CH3:22])[CH3:23])[cH:7][cH:8]1.[CH3:26][OH:27].[Na+:25].[OH-:24]>>[C:1](#[N:2])[c:3]1[cH:4][cH:5][c:6](-[c:9]2[n:10][cH:11][cH:12][cH:13][c:14]2[S:15][C:16]([C:17](=[O:18])[OH:19])([CH3:22])[CH3:23])[cH:7][cH:8]1. Reactants: COC(C(C)(C)C1=CC=C(C=C1)C(NC1=C(C=C(C=C1)Cl)C(NC1=NC=C(C=C1)Cl)=O)=O)=O (2{4-[4-Chloro-2-(5-chloro-pyridin-2-ylcarbamoyl)-phenylcarbamoyl]-phenyl}-2-methyl-propionic acid methyl ester), [Li+].[BH4-] (LiBH4). Run in C1CCOC1 (THF). Run at temperature 60 celsius. Yields the product ClC1=CC(=C(C=C1)NC(=O)C1=CC=C(C=C1)C(CO)(C)C)C(NC1=NC=C(C=C1)Cl)=O (2{4-[4-Chloro-2-(5-chloro-pyridin-2-ylcarbamoyl)-phenylcarbamoyl]-phenyl}-2-methyl-propyl alcohol). RXN SMILES: C[O:2][C:3](=O)[C:4]([C:7]1[CH:12]=[CH:11][C:10]([C:13](=[O:32])[NH:14][C:15]2[CH:20]=[CH:19][C:18]([Cl:21])=[CH:17][C:16]=2[C:22](=[O:31])[NH:23][C:24]2[CH:29]=[CH:28][C:27]([Cl:30])=[CH:26][N:25]=2)=[CH:9][CH:8]=1)([CH3:6])[CH3:5].[Li+].[BH4-]>C1COCC1>[Cl:21][C:18]1[CH:19]=[CH:20][C:15]([NH:14][C:13]([C:10]2[CH:11]=[CH:12][C:7]([C:4]([CH3:6])([CH3:5])[CH2:3][OH:2])=[CH:8][CH:9]=2)=[O:32])=[C:16]([C:22](=[O:31])[NH:23][C:24]2[CH:29]=[CH:28][C:27]([Cl:30])=[CH:26][N:25]=2)[CH:17]=1 |f:1.2|. Procedure details: To a solution of 2{4-[4-Chloro-2-(5-chloro-pyridin-2-ylcarbamoyl)-phenylcarbamoyl]-phenyl}-2-methyl-propionic acid methyl ester (485.0 mg, 1 mmol) in THF was added LiBH4 (2.0 ml, 2.0 M solution in THF). The mixture was stirred at 60° C. over night. The reaction mixture was cooled, and quenched with sat'd NH4Cl. HPLC purification gave 2{4-[4-Chloro-2-(5-chloro-pyridin-2-ylcarbamoyl)-phenylcarbamoyl]-phenyl}-2-methyl-propyl alcohol as white solid. MS found: (M+1)+=457.9. Starting materials: ice water, BrC1=C(C=NN1C1=CC=CC=C1)C(=O)NC (5-bromo-1-phenyl-N-methyl-1H-pyrazole-4-carboxamide), [C-]#N.[Na+] (sodium cyanide), [C-]#N.[Na+] (sodium cyanide). The solvent is CN(C)C=O (DMF). Reaction conditions: temperature 100 celsius. Product: C(#N)C1=C(C=NN1C1=CC=CC=C1)C(=O)NC (5-cyano-1-phenyl-N-methyl-1H-pyrazole-4-carboxamide). The yield is 39.8%. Reaction SMILES: Br[C:2]1[N:6]([C:7]2[CH:12]=[CH:11][CH:10]=[CH:9][CH:8]=2)[N:5]=[CH:4][C:3]=1[C:13]([NH:15][CH3:16])=[O:14].[C-:17]#[N:18].[Na+]>CN(C=O)C>[C:17]([C:2]1[N:6]([C:7]2[CH:12]=[CH:11][CH:10]=[CH:9][CH:8]=2)[N:5]=[CH:4][C:3]=1[C:13]([NH:15][CH3:16])=[O:14])#[N:18] |f:1.2|. Procedure details: A solution of 5.6 g of 5-bromo-1-phenyl-N-methyl-1H-pyrazole-4-carboxamide and 2 g of sodium cyanide in 30 ml of DMF was heated at approximately 100° C. for 24 hours. An additional 2 g of sodium cyanide was next added to the reaction mixture which was then heated for an additional 24 hours at 100° C. The solution was poured into ice water and the precipitated solid was collected by filtration. The product thus isolated was recrystallized from 3A ethanol to provide 1.8 g of 5-cyano-1-phenyl-N-met...